This data is from the Open Reaction Database (ORD), a public repository of structured organic reaction records. The task is: describe an organic reaction: reactants, conditions, products, and yield The reactants are COC(=O)N1CCC(CO)CC1CCC(C)(C)C, CC#N, ClC(Cl)(Cl)Cl, ClCCl, [Na], O, Cl[Ru](Cl)Cl. Yields the product COC(=O)N1CCC(C(=O)O)CC1CCC(C)(C)C. Reaction SMILES: [CH3:1][C:2]([CH2:3][CH2:4][CH:5]1[N:6]([C:13](=[O:14])[O:15][CH3:16])[CH2:7][CH2:8][CH:9]([CH2:11][OH:12])[CH2:10]1)([CH3:17])[CH3:18].[CH3:26][C:27]#[N:28].[Cl:21][C:22]([Cl:23])([Cl:24])[Cl:25].[Cl:29][CH2:30][Cl:31].[Na:19].[OH2:20].[Ru:32]([Cl:33])([Cl:34])[Cl:35]>>[CH3:1][C:2]([CH2:3][CH2:4][CH:5]1[N:6]([C:13](=[O:14])[O:15][CH3:16])[CH2:7][CH2:8][CH:9]([C:11](=[O:12])[OH:20])[CH2:10]1)([CH3:17])[CH3:18]. The reactants are [Na].C(C(=O)OCC)(C(=O)OCC)C(=O)OCC (triethyl methanetricarboxylate sodium salt), C(C#C)Br (propargyl bromide), Cl (hydrochloric acid). Run in C1(=CC=CC=C1)C.CN(C)C=O (toluene DMF). Conditions: temperature 80 celsius, time 1.5 hour. The product is C(C#C)C(C(=O)OCC)C(=O)OCC (diethyl (2-propynyl)malonate). The yield is 180.3%. Reaction SMILES: [Na].[CH:2]([C:13](OCC)=O)([C:8]([O:10][CH2:11][CH3:12])=[O:9])[C:3]([O:5][CH2:6][CH3:7])=[O:4].[CH2:18](Br)[C:19]#C.Cl>C1(C)C=CC=CC=1.CN(C=O)C>[CH2:13]([CH:2]([C:3]([O:5][CH2:6][CH3:7])=[O:4])[C:8]([O:10][CH2:11][CH3:12])=[O:9])[C:18]#[CH:19] |f:0.1,4.5,^1:0|. Reported procedure: To a mixed solution of triethyl methanetricarboxylate sodium salt (25.0 g) in toluene/DMF (120 mL/120 mL) was added propargyl bromide (25.0 g), and the mixture was stirred at 80° C. for 1.5 hr. After allowing to cool, dilute hydrochloric acid was added to the reaction mixture, and the mixture was extracted with ethyl acetate (60 mL). The organic layer was washed with saturated brine and concentrated under reduced pressure. The residue was dissolved in THF (30 mL), sodium ethoxide (7.60 g) was ad... Starting materials: CN(CCCN1C2=C(C3=CC=C(C=C13)[N+](=O)[O-])CCCCCC2)C (6,7,8,9,10,11-hexahydro-N,N-dimethyl-3-nitro-5H-cyclooct[b]indole-5-propanamine), C1(=C(C(=C(C(=C1F)F)F)N)F)N.Cl.Cl (dihydrochloride). Reaction SMILES: [CH3:1][N:2]([CH3:24])[CH2:3][CH2:4][CH2:5][N:6]1[C:14]2[C:9](=[CH:10][CH:11]=[C:12]([N+:15]([O-])=O)[CH:13]=2)[C:8]2[CH2:18][CH2:19][CH2:20][CH2:21][CH2:22][CH2:23][C:7]1=2.C1(N)C(F)=C(F)C(F)=C(N)C=1F.Cl.Cl>>[NH2:15][C:12]1[CH:13]=[C:14]2[C:9]([C:8]3[CH2:18][CH2:19][CH2:20][CH2:21][CH2:22][CH2:23][C:7]=3[N:6]2[CH2:5][CH2:4][CH2:3][N:2]([CH3:24])[CH3:1])=[CH:10][CH:11]=1 |f:1.2.3|. Yields the product NC1=CC=C2C3=C(N(C2=C1)CCCN(C)C)CCCCCC3 (3-Amino-6,7,8,9,10,11-hexahydro-N,N-dimethyl-5H-cyclooct[b]indole-5-propanamine). Procedure details: 3-Amino-6,7,8,9,10,11-hexahydro-N,N-dimethyl-5H-cyclooct[b]indole-5-propanamine was prepared following the procedure of Example 1, using 6,7,8,9,10,11-hexahydro-N,N-dimethyl-3-nitro-5H-cyclooct[b]indole-5-propanamine instead of 6,7,8,9,10,11-hexahydro-N,N-dimethyl-1-nitro-5H-cyclooct[b]indole-5-propanamine and was converted to the dihydrochloride salt; m.p. 235°-238° C. Reactants: FC1=CC=C(C=C1)C1=NC(=NS1)C(C)=O (1-(5-(4-fluorophenyl)-1,2,4-thiadiazol-3-yl)ethanone), reagents, FC1=CC=C(C=C1)B(O)O (4-fluorophenyl boronic acid), BrC1=NSC(=N1)Cl (3-bromo-5-chloro-1,2,4-thiadiazole). Yields the product BrC1=NSC(=N1)C1=CC=C(C=C1)F (3-bromo-5-(4-fluorophenyl)-1,2,4-thiadiazole). As a reaction SMILES: [F:1][C:2]1[CH:7]=[CH:6][C:5]([C:8]2[S:12][N:11]=[C:10](C(=O)C)[N:9]=2)=[CH:4][CH:3]=1.FC1C=CC(B(O)O)=CC=1.[Br:26]C1N=C(Cl)SN=1>>[Br:26][C:10]1[N:9]=[C:8]([C:5]2[CH:6]=[CH:7][C:2]([F:1])=[CH:3][CH:4]=2)[S:12][N:11]=1. Reported procedure: In another embodiment, 1-(5-(4-fluorophenyl)-1,2,4-thiadiazol-3-yl)ethanone is prepared according to the methodology and reagents of Scheme 17A. Specifically, 4-fluorophenyl boronic acid is reacted with 3-bromo-5-chloro-1,2,4-thiadiazole to provide 3-bromo-5-(4-fluorophenyl)-1,2,4-thiadiazole. 3-Bromo-5-(4-fluorophenyl)-1,2,4-thiadiazole is then reacted with a tin reagent such as tributyl(1-ethoxyvinyl)-stannane to convert the bromide moiety of 3-bromo-5-(4-fluorophenyl)-1,2,4-thiadiazole to an ... Reactants: BrCC1=CC=C(C=C1)S(=O)(=O)N1CC(N(CC1)CC1CCN(CC1)C(=O)OC(C)(C)C)=O (4-[4-(bromomethyl)benzenesulfonyl]-1-[1-(tert-butoxycarbonyl)-4-piperidylmethyl]-2-piperazinone), C(C)(=O)[O-].[K+] (potassium acetate). The solvent is CN(C)C=O (DMF). Conditions: temperature 60 celsius, time 4 hour. The product is C(C)(C)(C)OC(=O)N1CCC(CC1)CN1C(CN(CC1)S(=O)(=O)C1=CC=C(C=C1)CO)=O (1-[1-(tert-butoxycarbonyl)-4-piperidylmethyl]-4-[4-(hydroxymethyl)benzenesulfonyl]-2-piperazinone). Isolated yield 80.4%. Reaction SMILES: Br[CH2:2][C:3]1[CH:8]=[CH:7][C:6]([S:9]([N:12]2[CH2:17][CH2:16][N:15]([CH2:18][CH:19]3[CH2:24][CH2:23][N:22]([C:25]([O:27][C:28]([CH3:31])([CH3:30])[CH3:29])=[O:26])[CH2:21][CH2:20]3)[C:14](=[O:32])[CH2:13]2)(=[O:11])=[O:10])=[CH:5][CH:4]=1.C([O-])(=[O:35])C.[K+]>CN(C=O)C>[C:28]([O:27][C:25]([N:22]1[CH2:23][CH2:24][CH:19]([CH2:18][N:15]2[CH2:16][CH2:17][N:12]([S:9]([C:6]3[CH:5]=[CH:4][C:3]([CH2:2][OH:35])=[CH:8][CH:7]=3)(=[O:11])=[O:10])[CH2:13][C:14]2=[O:32])[CH2:20][CH2:21]1)=[O:26])([CH3:30])([CH3:29])[CH3:31] |f:1.2|. Reported procedure: To a solution of 4-[4-(bromomethyl)benzenesulfonyl]-1-[1-(tert-butoxycarbonyl)-4-piperidylmethyl]-2-piperazinone (2.85 g) in DMF (30 ml) was added potassium acetate (1.58 g), and the mixture was stirred at 60° C. for 4 hours. The reaction solution was concentrated under reduced pressure, and to the residue was added ethyl acetate. The mixture was washed with water and saturated brine, dried and concentrated, and the residue was dissolved in methanol (50 ml). To the solution was added sodium meth... Reactants: ClC1=NC=CC(=N1)C1=C(N=C(S1)C1CCOCC1)C=1C=CC(=C(C1)NS(=O)(=O)C1=C(C=CC(=C1)F)F)F (N-{5-[5-(2-chloro-4-pyrimidinyl)-2-(tetrahydro-2H-pyran-4-yl)-1,3-thiazol-4-yl]-2-fluorophenyl}-2,5-difluorobenzenesulfonamide), CS(=O)(=O)N1CCC(CC1)N (1-(methylsulfonyl)-4-piperidinamine). The solvent is C1CCOC1 (THF). Yields the product FC1=C(C=C(C=C1)F)S(=O)(=O)NC1=C(C=CC(=C1)C=1N=C(SC1C1=NC(=NC=C1)NC1CCN(CC1)S(=O)(=O)C)C1CCOCC1)F (2,5-Difluoro-N-{2-fluoro-5-[5-(2-{[1-(methylsulfonyl)-4-piperidinyl]amino}-4-pyrimidinyl)-2-(tetrahydro-2H-pyran-4-yl)-1,3-thiazol-4-yl]phenyl}benzenesulfonamide). RXN SMILES: Cl[C:2]1[N:7]=[C:6]([C:8]2[S:12][C:11]([CH:13]3[CH2:18][CH2:17][O:16][CH2:15][CH2:14]3)=[N:10][C:9]=2[C:19]2[CH:20]=[CH:21][C:22]([F:37])=[C:23]([NH:25][S:26]([C:29]3[CH:34]=[C:33]([F:35])[CH:32]=[CH:31][C:30]=3[F:36])(=[O:28])=[O:27])[CH:24]=2)[CH:5]=[CH:4][N:3]=1.[CH3:38][S:39]([N:42]1[CH2:47][CH2:46][CH:45]([NH2:48])[CH2:44][CH2:43]1)(=[O:41])=[O:40]>C1COCC1>[F:36][C:30]1[CH:31]=[CH:32][C:33]([F:35])=[CH:34][C:29]=1[S:26]([NH:25][C:23]1[CH:24]=[C:19]([C:9]2[N:10]=[C:11]([CH:13]3[CH2:18][CH2:17][O:16][CH2:15][CH2:14]3)[S:12][C:8]=2[C:6]2[CH:5]=[CH:4][N:3]=[C:2]([NH:48][CH:45]3[CH2:46][CH2:47][N:42]([S:39]([CH3:38])(=[O:41])=[O:40])[CH2:43][CH2:44]3)[N:7]=2)[CH:20]=[CH:21][C:22]=1[F:37])(=[O:28])=[O:27]. Procedure details: Following a procedure analogous to the procedure described in Example 1 using N-{5-[5-(2-chloro-4-pyrimidinyl)-2-(tetrahydro-2H-pyran-4-yl)-1,3-thiazol-4-yl]-2-fluorophenyl}-2,5-difluorobenzenesulfonamide (120 mg, 0.212 mmol) and 1-(methylsulfonyl)-4-piperidinamine (377 mg, 2.12 mmol) in THF (1 mL) the title compound was obtained as a light yellow solid (89 mg, 0.12 mmol, 59% yield). 1H NMR (400 MHz, DMSO-d6) δ ppm 10.83 (s, 1H), 8.14 (d, J=4.9 Hz, 1H), 7.46-7.73 (m, 3H), 7.34-7.45 (m, 3H), 7.22... The reactants are N(=O)[O-].[Na+] (sodium nitrite), NC1=C(C=C(C2=C1CC(O2)C)Cl)Cl (4-amino-5,7-dichloro-2,3-dihydro-2-methylbenzofuran), [OH-].[Na+] (sodium hydroxide), [Sn](Cl)Cl (tin (II) chloride). The solvent is O (H2O), O (water), OS(=O)(=O)O (H2SO4), Cl (hydrochloric acid). Reaction conditions: temperature 0 celsius, time 1 hour. Product: ClC=1C=C(C2=C(CC(O2)C)C1NN)Cl (5,7-dichloro-2,3-dihydro-4-hydrazino-2-methylbenzofuran). As a reaction SMILES: [NH2:1][C:2]1[C:7]2[CH2:8][CH:9]([CH3:11])[O:10][C:6]=2[C:5]([Cl:12])=[CH:4][C:3]=1[Cl:13].[N:14]([O-])=O.[Na+].[Sn](Cl)Cl.[OH-].[Na+]>OS(O)(=O)=O.O.Cl>[Cl:13][C:3]1[CH:4]=[C:5]([Cl:12])[C:6]2[O:10][CH:9]([CH3:11])[CH2:8][C:7]=2[C:2]=1[NH:1][NH2:14] |f:1.2,4.5|. Procedure details: 2.19 g of 38A was suspended in 9 mL of concentrated H2SO4 and 9 mL of water at -5° C. A solution of 0.69 g of sodium nitrite in 4 mL of H2O was added slowly and the resulting solution was stirred at 0° C. for one hour. This solution was added slowly to a mixture of 4.51 g of tin (II) chloride in 15 mL of concentrated hydrochloric acid which was precooled to -10° C., so as to maintain -10° C. to -5° C. The mixture was slowly warmed to room temperature and stirred for 16 hours. With cooling, 50% s... The reactants are CCSC1CCC2C3CCC4=CC(=O)C=CC4(C)C3(F)C(O)CC12C, ClC(Cl)Cl, O=C(OO)c1cccc(Cl)c1. The product is CCS(=O)C1CCC2C3CCC4=CC(=O)C=CC4(C)C3(F)C(O)CC21C. As a reaction SMILES: [CH2:1]([CH3:2])[S:3][CH:4]1[C:5]2([CH3:6])[CH:7]([CH2:8][CH2:9]1)[CH:10]1[CH2:11][CH2:12][C:13]3=[CH:14][C:15](=[O:25])[CH:16]=[CH:17][C:18]3([CH3:19])[C:20]1([F:24])[CH:21]([OH:23])[CH2:22]2.[CH:37]([Cl:38])([Cl:39])[Cl:40].[Cl:26][c:27]1[cH:28][cH:29][cH:30][c:31]([C:32]([O:33][OH:35])=[O:34])[cH:36]1>>[CH2:1]([CH3:2])[S:3]([CH:4]1[C:5]2([CH3:6])[CH:7]([CH2:8][CH2:9]1)[CH:10]1[CH2:11][CH2:12][C:13]3=[CH:14][C:15](=[O:25])[CH:16]=[CH:17][C:18]3([CH3:19])[C:20]1([F:24])[CH:21]([OH:23])[CH2:22]2)=[O:34].